Dataset: the Open Reaction Database (ORD), a public repository of structured organic reaction records. Task: describe an organic reaction: reactants, conditions, products, and yield The reactants are Cc1cc(C)c2c(C#N)c(C=CC(=O)O)n(C3CCCc4ccccc43)c2n1, O=C(Cl)C(=O)Cl, C1CCOC1, CN(C)C=O, O, COc1cc(N)ccc1O, c1ccncc1. Product: COc1cc(NC(=O)C=Cc2c(C#N)c3c(C)cc(C)nc3n2C2CCCc3ccccc32)ccc1O. As a reaction SMILES: [C:1](#[N:2])[c:3]1[c:4]([CH:24]=[CH:25][C:26](=[O:27])[OH:28])[n:5]([CH:14]2[CH2:15][CH2:16][CH2:17][c:18]3[cH:19][cH:20][cH:21][cH:22][c:23]32)[c:6]2[n:7][c:8]([CH3:13])[cH:9][c:10]([CH3:12])[c:11]12.[C:29]([Cl:30])(=[O:31])[C:32]([Cl:33])=[O:34].[CH2:51]1[O:52][CH2:53][CH2:54][CH2:55]1.[O:57]=[CH:58][N:59]([CH3:60])[CH3:61].[OH2:56].[OH:35][c:36]1[c:37]([O:43][CH3:44])[cH:38][c:39]([NH2:40])[cH:41][cH:42]1.[cH:45]1[cH:46][cH:47][n:48][cH:49][cH:50]1>>[C:1](#[N:2])[c:3]1[c:4]([CH:24]=[CH:25][C:26](=[O:28])[NH:40][c:39]2[cH:38][c:37]([O:43][CH3:44])[c:36]([OH:35])[cH:42][cH:41]2)[n:5]([CH:14]2[CH2:15][CH2:16][CH2:17][c:18]3[cH:19][cH:20][cH:21][cH:22][c:23]32)[c:6]2[n:7][c:8]([CH3:13])[cH:9][c:10]([CH3:12])[c:11]12. Reactants: COC(=O)C=1C=C(C=CC1)N1C2=C(N=C(C1=O)C)C=CC=N2 (4-(3-methoxycarbonylphenyl)-2-methyl-3-oxo-3,4-dihydropyrido[2,3-b]pyrazine), BrN1C(CCC1=O)=O (N-bromosuccinimide), C(C1=CC=CC=C1)(=O)OOC(C1=CC=CC=C1)=O (benzoyl peroxide). Solvent: C(Cl)(Cl)Cl (chloroform). Yields the product BrCC1=NC2=C(N(C1=O)C1=CC(=CC=C1)C(=O)OC)N=CC=C2 (2-bromomethyl-4-(3-methoxycarbonylphenyl)-3-oxo-3,4-dihydropyrido[2,3-b]pyrazine). Yield: 74.7%. Reaction SMILES: [CH3:1][O:2][C:3]([C:5]1[CH:6]=[C:7]([N:11]2[C:16](=[O:17])[C:15]([CH3:18])=[N:14][C:13]3[CH:19]=[CH:20][CH:21]=[N:22][C:12]2=3)[CH:8]=[CH:9][CH:10]=1)=[O:4].[Br:23]N1C(=O)CCC1=O.C(OOC(=O)C1C=CC=CC=1)(=O)C1C=CC=CC=1>C(Cl)(Cl)Cl>[Br:23][CH2:18][C:15]1[C:16](=[O:17])[N:11]([C:7]2[CH:8]=[CH:9][CH:10]=[C:5]([C:3]([O:2][CH3:1])=[O:4])[CH:6]=2)[C:12]2[N:22]=[CH:21][CH:20]=[CH:19][C:13]=2[N:14]=1. Reported procedure: A mixture of 4-(3-methoxycarbonylphenyl)-2-methyl-3-oxo-3,4-dihydropyrido[2,3-b]pyrazine (5.02 g), N-bromosuccinimide (4.0 g) and benzoyl peroxide (0.50 g) in chloroform (60 ml) was stirred under reflux for 2 hours. The mixture was concentrated and chromatographed on silica gel column (1% methanol in chloroform) to give 2-bromomethyl-4-(3-methoxycarbonylphenyl)-3-oxo-3,4-dihydropyrido[2,3-b]pyrazine (4.75 g). The reactants are C(C)(C)(C)C1=CC=C(CN)C=C1 (4-tert-butylbenzylamine), O(C(=O)OC(C)(C)C)C(=O)OC(C)(C)C (BOC2O), C(C)(C)(C)C1=CC=C(C=C1)CN=C=O (1-tert-butyl-4-isocyanatomethylbenzene), NCC1=CC(=C(C(=C1)C=C)NS(=O)(=O)C)Cl (N-(4-Aminomethyl-2-chloro-6-vinylphenyl)methanesulfonamide), TEA. Reagents/catalysts: CN(C)C=1C=CN=CC1 (DMAP). The solvent is C(Cl)Cl (methylene chloride). Reaction conditions: time 5 hour. The product is C(C)(C)(C)C1=CC=C(CNC(NCC2=CC(=C(C(=C2)C=C)NS(=O)(=O)C)Cl)=O)C=C1 (N-{4-[3-(4-tert-Butylbenzyl)ureidomethyl]-2-chloro-6-vinylphenyl}methanesulfonamide). The yield is 17.7%. RXN SMILES: C(C1C=CC(CN)=CC=1)(C)(C)C.O(C(OC(C)(C)C)=O)C(OC(C)(C)C)=O.[C:28]([C:32]1[CH:37]=[CH:36][C:35]([CH2:38][N:39]=[C:40]=[O:41])=[CH:34][CH:33]=1)([CH3:31])([CH3:30])[CH3:29].[NH2:42][CH2:43][C:44]1[CH:49]=[C:48]([CH:50]=[CH2:51])[C:47]([NH:52][S:53]([CH3:56])(=[O:55])=[O:54])=[C:46]([Cl:57])[CH:45]=1>CN(C1C=CN=CC=1)C.C(Cl)Cl>[C:28]([C:32]1[CH:33]=[CH:34][C:35]([CH2:38][NH:39][C:40](=[O:41])[NH:42][CH2:43][C:44]2[CH:49]=[C:48]([CH:50]=[CH2:51])[C:47]([NH:52][S:53]([CH3:56])(=[O:55])=[O:54])=[C:46]([Cl:57])[CH:45]=2)=[CH:36][CH:37]=1)([CH3:31])([CH3:29])[CH3:30]. Procedure details: 4-tert-butylbenzylamine (1.5 eq, 71.10 μl, 0.44 mmol), BOC2O (1.5 eq, 0.44 mmol, 101.19 μl), and DMAP (0.2 eq, 0.06 mmol, 7.08 mg) were added in methylene chloride. The reaction mixture was stirred for 5 hr. After confirming the synthesis of the 1-tert-butyl-4-isocyanatomethylbenzene with TLC, N-(4-Aminomethyl-2-chloro-6-vinylphenyl)methanesulfonamide (1 eq, 0.29 mmol, 108.6 mg) and TEA (2 eq, 0.58 mmol, 80.84 μl) were added into the reaction mixture. The reaction mixture was stirred for 12 hr a... Starting materials: Cc1cc(N)ccc1Br, CC1(C)CCOC1=O. RXN SMILES: [Br:1][c:2]1[c:3]([CH3:9])[cH:4][c:5]([NH2:6])[cH:7][cH:8]1.[CH3:10][C:11]1([CH3:17])[C:12](=[O:13])[O:14][CH2:15][CH2:16]1>>[Br:1][c:2]1[c:3]([CH3:9])[cH:4][c:5]([N:6]2[C:12](=[O:13])[C:11]([CH3:10])([CH3:17])[CH2:16][CH2:15]2)[cH:7][cH:8]1. Yields the product Cc1cc(N2CCC(C)(C)C2=O)ccc1Br.